Task: describe an organic reaction: reactants, conditions, products, and yield. Dataset: the Open Reaction Database (ORD), a public repository of structured organic reaction records The reactants are Cn1ccnc1, CO, CCOC(=O)C(=NOCc1ccc(Cl)cc1)c1csc(N)n1, [Na+], C1CCOC1, [OH-]. Product: Nc1nc(C(=NOCc2ccc(Cl)cc2)C(=O)O)cs1. As a reaction SMILES: [CH3:25][n:26]1[cH:27][cH:28][n:29][cH:30]1.[CH3:31][OH:32].[NH2:1][c:2]1[s:3][cH:4][c:5]([C:7]([C:8](=[O:9])[O:10][CH2:11][CH3:12])=[N:13][O:14][CH2:15][c:16]2[cH:17][cH:18][c:19]([Cl:22])[cH:20][cH:21]2)[n:6]1.[Na+:24].[O:33]1[CH2:34][CH2:35][CH2:36][CH2:37]1.[OH-:23]>>[NH2:1][c:2]1[s:3][cH:4][c:5]([C:7]([C:8](=[O:9])[OH:10])=[N:13][O:14][CH2:15][c:16]2[cH:17][cH:18][c:19]([Cl:22])[cH:20][cH:21]2)[n:6]1. Starting materials: Brc1ccncc1, Cc1ccc(=O)[nH]c1, Cl, [Cu]I, [K+], [K+], N, O=C([O-])[O-], CN(C)C=O. The product is Cc1ccc(=O)n(-c2ccncc2)c1. RXN SMILES: [Br:10][c:11]1[cH:12][cH:13][n:14][cH:15][cH:16]1.[CH3:1][c:2]1[cH:3][cH:4][c:5](=[O:8])[nH:6][cH:7]1.[ClH:9].[Cu:29][I:30].[K+:17].[K+:18].[NH3:28].[O-:19][C:20]([O-:21])=[O:22].[O:23]=[CH:24][N:25]([CH3:26])[CH3:27]>>[CH3:1][c:2]1[cH:3][cH:4][c:5](=[O:8])[n:6](-[c:11]2[cH:12][cH:13][n:14][cH:15][cH:16]2)[cH:7]1. The reactants are S(C)(=O)(=O)OCC1=CC=C(C=C1)OC (4-methoxybenzyl mesylate), COC=1C=C(CN2C(C(CC2)CCO[Si](C)(C)C(C)(C)C)=O)C=C(C1OC)OC (1-(3,4,5-trimethoxybenzyl)-3-(2-(t-butyldimethylsilyloxy)ethyl)-2-oxopyrrolidine). Product: COC=1C=C(CN2C(C(CC2)(CCO[Si](C)(C)C(C)(C)C)CC2=CC=C(C=C2)OC)=O)C=C(C1OC)OC (1-(3,4,5-trimethoxybenzyl)-3-(4-methoxyphenylmethyl)-3-(2-(t-butyldimethylsilyloxy)ethyl)-2-oxopyrrolidine). Reaction SMILES: S(O[CH2:6][C:7]1[CH:12]=[CH:11][C:10]([O:13][CH3:14])=[CH:9][CH:8]=1)(=O)(=O)C.[CH3:15][O:16][C:17]1[CH:18]=[C:19]([CH:37]=[C:38]([O:42][CH3:43])[C:39]=1[O:40][CH3:41])[CH2:20][N:21]1[CH2:25][CH2:24][CH:23]([CH2:26][CH2:27][O:28][Si:29]([C:32]([CH3:35])([CH3:34])[CH3:33])([CH3:31])[CH3:30])[C:22]1=[O:36]>>[CH3:15][O:16][C:17]1[CH:18]=[C:19]([CH:37]=[C:38]([O:42][CH3:43])[C:39]=1[O:40][CH3:41])[CH2:20][N:21]1[CH2:25][CH2:24][C:23]([CH2:6][C:7]2[CH:12]=[CH:11][C:10]([O:13][CH3:14])=[CH:9][CH:8]=2)([CH2:26][CH2:27][O:28][Si:29]([C:32]([CH3:35])([CH3:34])[CH3:33])([CH3:31])[CH3:30])[C:22]1=[O:36]. Procedure: Prepare by the method of Example 17.3 using 4-methoxybenzyl mesylate and 1-(3,4,5-trimethoxybenzyl)-3-(2-(t-butyldimethylsilyloxy)ethyl)-2-oxopyrrolidine to give the title compound: Rf=0.15 (silica gel, 1/4 ethyl acetate/hexane).